From a dataset of the Open Reaction Database (ORD), a public repository of structured organic reaction records. describe an organic reaction: reactants, conditions, products, and yield Reactants: N#Cc1cc(F)cc(C(=O)O)c1, C[Si](C)(C)C=[N+]=[N-], CO, ClCCl. Yields the product COC(=O)c1cc(F)cc(C#N)c1. Reaction SMILES: [C:1](#[N:2])[c:3]1[cH:4][c:5]([C:6](=[O:7])[OH:8])[cH:9][c:10]([F:12])[cH:11]1.[CH3:13][Si:14]([CH:15]=[N+:16]=[N-:17])([CH3:18])[CH3:19].[CH3:23][OH:24].[Cl:20][CH2:21][Cl:22]>>[C:1](#[N:2])[c:3]1[cH:4][c:5]([C:6](=[O:7])[O:8][CH3:13])[cH:9][c:10]([F:12])[cH:11]1.